From a dataset of the Open Reaction Database (ORD), a public repository of structured organic reaction records. describe an organic reaction: reactants, conditions, products, and yield Reactants: O=CCC1CCN(CC1)C(=O)OC(C)(C)C (tert-butyl 4-(2-oxoethyl)piperidine-1-carboxylate), O1CCCC1 (tetrahydrofuran), BrC1=CC(=C(C(=C1)C)OC)C (4-bromo-2,6-dimethylanisole), CCCCCC (hexane), C(CCC)[Li] (n-butyl lithium), O1CCCC1 (tetrahydrofuran), O1CCCC1 (tetrahydrofuran). The solvent is O (water). Reaction conditions: temperature -78 celsius, time 1 hour. Product: OC(CC1CCN(CC1)C(=O)OC(C)(C)C)C1=C(C=C(C=C1C)OC)C (tert-butyl 4-[2-hydroxy-2-(4-methoxy-2,6-dimethylphenyl)ethyl]piperidine-1-carboxylate). RXN SMILES: Br[C:2]1[CH:7]=C(C)C(OC)=C(C)[CH:3]=1.[CH3:12]CCCCC.[CH2:18]([Li])[CH2:19][CH2:20][CH3:21].[O:23]=[CH:24][CH2:25][CH:26]1[CH2:31][CH2:30][N:29]([C:32]([O:34][C:35]([CH3:38])([CH3:37])[CH3:36])=[O:33])[CH2:28][CH2:27]1.[O:39]1CCC[CH2:40]1>O>[OH:23][CH:24]([C:18]1[C:2]([CH3:7])=[CH:3][C:21]([O:39][CH3:40])=[CH:20][C:19]=1[CH3:12])[CH2:25][CH:26]1[CH2:27][CH2:28][N:29]([C:32]([O:34][C:35]([CH3:38])([CH3:37])[CH3:36])=[O:33])[CH2:30][CH2:31]1. Procedure: Under cooling at −78° C., a solution of 1.50 g of 4-bromo-2,6-dimethylanisole in 20 ml of tetrahydrofuran was added to a solution of 1.6M hexane solution of 4.8 ml of n-butyl lithium in 20 ml of tetrahydrofuran. The mixture was stirred for 1 hour. A solution of 1.50 g of tert-butyl 4-(2-oxoethyl)piperidine-1-carboxylate in 20 ml of tetrahydrofuran was added to the mixture. After stirring for 30 minutes, the mixture was stirred at ambient temperature for further 3 hours. The reaction mixture was ... Reactants: C(C1=CC=CC=C1)ON1C(NC(C1=C=O)CO)=O (1-benzyloxy-carbonyl-2-oxo-4-hydroxymethylimidazolidine), C(C(=O)O)(=O)O.OC=1C=CC2=C(SC(=C2CC2=CC(=C(C=C2)CN2CCCC2)C)C2=CC=C(C=C2)OCC2NC(OC2)=O)C1 (6-Hydroxy-3-[3-methyl-4-[(1-pyrrolidinyl)-methyl]benzyl]-2-[4-(2-oxooxazolidin-4-ylmethoxy)phenyl]-benzo[b]thiophene Oxalate), TEA. Reported procedure: By essentially following the conditions of Example 2, Part A, the title compound was prepared from 1-benzyloxy-carbonyl-2-oxo-4-hydroxymethylimidazolidine (Saijo et al. Chem. Pharm. Bull. 1980, 28, 1459) and 6-benzyloxy-3-[3-methyl-4-[(1-pyrrolidinyl)methyl]benzyl]-2-(4-hydroxyphenyl)benzo[b]thiophene (Example 8, Part C) in 28% yield following radial chromatography (SiO2; 20% then 25% then 40% THF with 5% TEA in hexanes). The solvent is hexanes, C1CCOC1 (THF). Reaction SMILES: C(O[N:9]1[C:13](=C=O)[CH:12]([CH2:16][OH:17])[NH:11][C:10]1=[O:18])C1C=CC=CC=1.[C:19]([OH:24])(=[O:23])[C:20]([OH:22])=[O:21].[OH:25][C:26]1[CH:27]=[CH:28][C:29]2[C:33]([CH2:34][C:35]3[CH:40]=[CH:39][C:38]([CH2:41][N:42]4[CH2:46][CH2:45][CH2:44][CH2:43]4)=[C:37]([CH3:47])[CH:36]=3)=[C:32]([C:48]3[CH:53]=[CH:52][C:51](OCC4COC(=O)N4)=[CH:50][CH:49]=3)[S:31][C:30]=2[CH:62]=1>C1COCC1>[C:19]([OH:24])(=[O:23])[C:20]([OH:22])=[O:21].[OH:25][C:26]1[CH:27]=[CH:28][C:29]2[C:33]([CH2:34][C:35]3[CH:40]=[CH:39][C:38]([CH2:41][N:42]4[CH2:46][CH2:45][CH2:44][CH2:43]4)=[C:37]([CH3:47])[CH:36]=3)=[C:32]([C:48]3[CH:53]=[CH:52][C:51]([O:17][CH2:16][CH:12]4[CH2:13][NH:9][C:10](=[O:18])[NH:11]4)=[CH:50][CH:49]=3)[S:31][C:30]=2[CH:62]=1 |f:1.2,4.5|. Isolated yield 28.0%. Product: C(C(=O)O)(=O)O.OC=1C=CC2=C(SC(=C2CC2=CC(=C(C=C2)CN2CCCC2)C)C2=CC=C(C=C2)OCC2NC(NC2)=O)C1 (6-Hydroxy-3-[3-methyl-4-[(1-pyrrolidinyl)-methyl]benzyl]-2-[4-(2-oxoimidazolidin-4-ylmethoxy)phenyl]-benzo[b]thiophene Oxalate).